Dataset: the Open Reaction Database (ORD), a public repository of structured organic reaction records. Task: describe an organic reaction: reactants, conditions, products, and yield Product: COc1ccccc1-n1cc(CO)c(C)n1. As a reaction SMILES: [Al+3:20].[CH3:1][O:2][c:3]1[c:4](-[n:9]2[n:10][c:11]([CH3:18])[c:12]([C:14](=[O:15])[O:16][CH3:17])[cH:13]2)[cH:5][cH:6][cH:7][cH:8]1.[H-:19].[H-:22].[H-:23].[H-:24].[Li+:21].[O:25]1[CH2:26][CH2:27][CH2:28][CH2:29]1>>[CH3:1][O:2][c:3]1[c:4](-[n:9]2[n:10][c:11]([CH3:18])[c:12]([CH2:14][OH:15])[cH:13]2)[cH:5][cH:6][cH:7][cH:8]1. Reactants: [Al+3], COC(=O)c1cn(-c2ccccc2OC)nc1C, [H-], [H-], [H-], [H-], [Li+], C1CCOC1.